This data is from the Open Reaction Database (ORD), a public repository of structured organic reaction records. The task is: describe an organic reaction: reactants, conditions, products, and yield Starting materials: CC(C)(C)O, COC(=O)C(Br)OC, CC(C)(C)[O-], ClC(Cl)Cl, [I-], Oc1ccc2ncc(I)cc2c1, [K+], [K+]. Product: COC(=O)C(OC)Oc1ccc2ncc(I)cc2c1. RXN SMILES: [C:29]([OH:30])([CH3:31])([CH3:32])[CH3:33].[CH3:19][O:20][C:21]([CH:22]([O:23][CH3:24])[Br:25])=[O:26].[CH3:1][C:2]([CH3:3])([O-:4])[CH3:5].[CH:34]([Cl:35])([Cl:36])[Cl:37].[I-:28].[I:7][c:8]1[cH:9][n:10][c:11]2[cH:12][cH:13][c:14]([OH:18])[cH:15][c:16]2[cH:17]1.[K+:27].[K+:6]>>[I:7][c:8]1[cH:9][n:10][c:11]2[cH:12][cH:13][c:14]([O:18][CH:22]([C:21]([O:20][CH3:19])=[O:26])[O:23][CH3:24])[cH:15][c:16]2[cH:17]1. RXN SMILES: C[Al](C)C.Cl.Cl.[NH2:7][CH:8]1[CH2:13][CH2:12][N:11]([CH:14]=[CH:15][CH2:16][CH:17]([CH3:19])[CH3:18])[CH2:10][CH2:9]1.[CH:20]1([C:25]([OH:37])([C:31]2[CH:36]=[CH:35][N:34]=[CH:33][N:32]=2)[C:26](OCC)=[O:27])[CH2:24][CH2:23][CH2:22][CH2:21]1.Cl.C(=O)(O)[O-].[Na+]>CCCCCC.C1(C)C=CC=CC=1>[CH3:18][C:17]([CH3:19])=[CH:16][CH2:15][CH2:14][N:11]1[CH2:12][CH2:13][CH:8]([NH:7][C:26](=[O:27])[C:25]([CH:20]2[CH2:21][CH2:22][CH2:23][CH2:24]2)([OH:37])[C:31]2[CH:36]=[CH:35][N:34]=[CH:33][N:32]=2)[CH2:9][CH2:10]1 |f:1.2.3,6.7|. Reactants: C[Al](C)C (trimethylaluminum), Cl.Cl.NC1CCN(CC1)C=CCC(C)C (4-amino-1-(4-methyl-pentenyl)piperidine dihydrochloride), Cl (hydrochloric acid), C1(CCCC1)C(C(=O)OCC)(C1=NC=NC=C1)O (ethyl 2-cyclopentyl-2-hydroxy-2-(4-pyrimidinyl)acetate), C([O-])(O)=O.[Na+] (sodium bicarbonate). Run at time 2 hour. The solvent is CCCCCC (hexane), C1(=CC=CC=C1)C (toluene), C1(=CC=CC=C1)C (toluene). The yield is 13.4%. Yields the product CC(=CCCN1CCC(CC1)NC(C(C1=NC=NC=C1)(O)C1CCCC1)=O)C (N-[1-(4-Methyl -3-pentenyl)piperidin-4-yl]-2-cyclopentyl-2-hydroxy-2-(4-pyrimidinyl)acetamide). Reported procedure: 0.65 ml of a 1M trimethylaluminum solution in hexane was added to a solution of 85 mg of 4-amino-1-(4-methyl-pentenyl)piperidine dihydrochloride in 5 ml of toluene under cooling with ice, and this mixture was stirred at the same temperature for 2 hours. A solution of 29 mg of ethyl 2-cyclopentyl-2-hydroxy-2-(4-pyrimidinyl)acetate in 3 ml of toluene was added to the reaction mixture. The resulting mixture was stirred at 100° C. for 18 hours, mixed with 1N hydrochloric acid under cooling with ice,... Reactants: OCC1=C(OCCOC2CN(CCC2C2=CC=C(C=C2)OCCCOCC2=C(C=CC=C2)OC)C(=O)OC(C)(C)C)C=CC=C1 (tert-butyl 3-[2-(2-hydroxymethylphenoxy)ethoxy]-4-{4-[3-(2-methoxybenzyloxy)propoxy]phenyl}piperidine-1-carboxylate). Reagents/catalysts: N12CCN(CC1)CC2 (1,4-diazabicyclo[2.2.2]octane). Solvent: CN(C=O)C (N,N-dimethylformamide), C1[C@H](C)O1 ((S)-(−)-propylene oxide), Cl (HCl). The product is OC(COCC1=C(OCCOC2CN(CCC2C2=CC=C(C=C2)OCCCOCC2=C(C=CC=C2)OC)C(=O)OC(C)(C)C)C=CC=C1)C (tert-Butyl 3-{2-[2-(2-hydroxypropoxymethyl)phenoxy]ethoxy}-4-{4-[3-(2-methoxybenzyloxy)propoxy]phenyl}piperidine-1-carboxylate), SiO2. RXN SMILES: [OH:1][CH2:2][C:3]1[CH:45]=[CH:44][CH:43]=[CH:42][C:4]=1[O:5][CH2:6][CH2:7][O:8][CH:9]1[CH:14]([C:15]2[CH:20]=[CH:19][C:18]([O:21][CH2:22][CH2:23][CH2:24][O:25][CH2:26][C:27]3[CH:32]=[CH:31][CH:30]=[CH:29][C:28]=3[O:33][CH3:34])=[CH:17][CH:16]=2)[CH2:13][CH2:12][N:11]([C:35]([O:37][C:38]([CH3:41])([CH3:40])[CH3:39])=[O:36])[CH2:10]1>CN(C)C=O.C1O[C@H]1C.N12CCN(CC1)CC2.Cl>[OH:5][CH:4]([CH3:42])[CH2:3][O:1][CH2:2][C:3]1[CH:45]=[CH:44][CH:43]=[CH:42][C:4]=1[O:5][CH2:6][CH2:7][O:8][CH:9]1[CH:14]([C:15]2[CH:16]=[CH:17][C:18]([O:21][CH2:22][CH2:23][CH2:24][O:25][CH2:26][C:27]3[CH:32]=[CH:31][CH:30]=[CH:29][C:28]=3[O:33][CH3:34])=[CH:19][CH:20]=2)[CH2:13][CH2:12][N:11]([C:35]([O:37][C:38]([CH3:41])([CH3:39])[CH3:40])=[O:36])[CH2:10]1. Procedure details: A solution of 0.34 g of tert-butyl 3-[2-(2-hydroxymethylphenoxy)ethoxy]-4-{4-[3-(2-methoxybenzyloxy)propoxy]phenyl}piperidine-1-carboxylate in 10 ml of N,N-dimethylformamide and 0.39 ml of (S)-(−)-propylene oxide (plus 0.3 ml after 2.5 hours, 1.0 ml after 5 hours) and one drop of 1,4-diazabicyclo[2.2.2]octane is stirred at 100° C. over 26 hours. The reaction mixture is cooled, diluted with 1N HCl and extracted with ethyl acetate (2×). The combined organic phases are dried over sodium sulphate an... Reactants: CO, CCCCCC1CCC(C=CCCc2ccc(OC3CCCCO3)cc2)CC1, C[Si](C)(C)OS(=O)(=O)O[Si](C)(C)C, c1ccncc1. Yields the product CCCCCC1CCC(C=CCCc2ccc(O)cc2)CC1. Reaction SMILES: [CH3:42][OH:43].[O:1]1[CH2:2][CH2:3][CH2:4][CH2:5][CH:6]1[O:7][c:8]1[cH:9][cH:10][c:11]([CH2:14][CH2:15][CH:16]=[CH:17][CH:18]2[CH2:19][CH2:20][CH:21]([CH2:24][CH2:25][CH2:26][CH2:27][CH3:28])[CH2:22][CH2:23]2)[cH:12][cH:13]1.[S:29]([O:30][Si:31]([CH3:32])([CH3:33])[CH3:34])([O:35][Si:36]([CH3:37])([CH3:38])[CH3:39])(=[O:40])=[O:41].[cH:44]1[cH:45][cH:46][n:47][cH:48][cH:49]1>>[OH:7][c:8]1[cH:9][cH:10][c:11]([CH2:14][CH2:15][CH:16]=[CH:17][CH:18]2[CH2:19][CH2:20][CH:21]([CH2:24][CH2:25][CH2:26][CH2:27][CH3:28])[CH2:22][CH2:23]2)[cH:12][cH:13]1. The reactants are C(C)N(C(C)C)C(C)C (N-Ethyldiisopropylamine), Cl.ClC1=CC(=C(C=C1)NN)C ((4-chloro-2-methylphenyl)hydrazine hydrochloride), CN(C)\C=C(/C(=O)OCC)\C(C(C)(C)C)=O ((Z)-ethyl 2-((dimethylamino)methylene)-4,4-dimethyl-3-oxopentanoate). Solvent: C(C)O (ethanol). Conditions: temperature 90 celsius, time 2 hour. The product is C(C)(C)(C)C1=C(C=NN1C1=C(C=C(C=C1)Cl)C)C(=O)OCC (ethyl 5-tert-butyl-1-(4-chloro-2-methylphenyl)-1H-pyrazole-4-carboxylate). Isolated yield 31.0%. Reaction SMILES: C(N(C(C)C)C(C)C)C.Cl.[Cl:11][C:12]1[CH:17]=[CH:16][C:15]([NH:18][NH2:19])=[C:14]([CH3:20])[CH:13]=1.CN(/[CH:24]=[C:25](/[C:31](=O)[C:32]([CH3:35])([CH3:34])[CH3:33])\[C:26]([O:28][CH2:29][CH3:30])=[O:27])C>C(O)C>[C:32]([C:31]1[N:18]([C:15]2[CH:16]=[CH:17][C:12]([Cl:11])=[CH:13][C:14]=2[CH3:20])[N:19]=[CH:24][C:25]=1[C:26]([O:28][CH2:29][CH3:30])=[O:27])([CH3:35])([CH3:33])[CH3:34] |f:1.2|. Reported procedure: N-Ethyldiisopropylamine (1.553 mL, 8.97 mmol) was added to (4-chloro-2-methylphenyl)hydrazine hydrochloride (1.733 g, 8.97 mmol) and (Z)-ethyl 2-((dimethylamino)methylene)-4,4-dimethyl-3-oxopentanoate (Intermediate#83) (2.04 g, 8.97 mmol) in ethanol (30 mL). The resulting solution was stirred at 90° C. for 2 hours. The reaction mixture was evaporated to dryness and redissolved in DCM (50 mL), and washed sequentially with water (2×10 mL). The organic layer was dried over MgSO4, filtered and evapo... The reactants are CC1(c2cc(N=C(c3ccccc3)c3ccccc3)ccc2F)COCC(=S)N1, CC(C)(C)OO, CO, N, O. Yields the product CC1(c2cc(N=C(c3ccccc3)c3ccccc3)ccc2F)COCC(N)=N1. As a reaction SMILES: [C:1]([c:2]1[cH:3][cH:4][cH:5][cH:6][cH:7]1)([c:8]1[cH:9][cH:10][cH:11][cH:12][cH:13]1)=[N:14][c:15]1[cH:16][cH:17][c:18]([F:29])[c:19]([C:21]2([CH3:28])[NH:22][C:23](=[S:27])[CH2:24][O:25][CH2:26]2)[cH:20]1.[C:31]([O:32][OH:33])([CH3:34])([CH3:35])[CH3:36].[CH3:37][OH:38].[NH3:30].[OH2:39]>>[C:1]([c:2]1[cH:3][cH:4][cH:5][cH:6][cH:7]1)([c:8]1[cH:9][cH:10][cH:11][cH:12][cH:13]1)=[N:14][c:15]1[cH:16][cH:17][c:18]([F:29])[c:19]([C:21]2([CH3:28])[N:22]=[C:23]([NH2:30])[CH2:24][O:25][CH2:26]2)[cH:20]1. The reactants are CC(=O)O, CCCCSc1nnc(N(C)C(=O)N(C)C)s1. Product: CCCCS(=O)c1nnc(N(C)C(=O)N(C)C)s1. As a reaction SMILES: [CH3:18][C:19]([OH:20])=[O:21].[CH3:1][N:2]([C:3](=[O:4])[N:5]([c:6]1[s:7][c:8]([S:11][CH2:12][CH2:13][CH2:14][CH3:15])[n:9][n:10]1)[CH3:16])[CH3:17]>>[CH3:1][N:2]([C:3](=[O:4])[N:5]([c:6]1[s:7][c:8]([S:11]([CH2:12][CH2:13][CH2:14][CH3:15])=[O:20])[n:9][n:10]1)[CH3:16])[CH3:17]. The reactants are C(C)N(CCN1C(=O)C(=O)C2=C(C=C(C=C12)I)C(F)(F)F)CC (1-(2-diethylaminoethyl)-4-trifluoromethyl-6-iodoisatin), BrC1=C(C=CC=C1)F (1-bromo-2-fluorobenzene), [Li]CCCC (BuLi), CCCCCC (hexane). Solvent: C1CCOC1 (THF), C1CCOC1 (THF). Run at time 10 minute. The product is C(C)N(CCN1C(C(C2=C(C=C(C=C12)I)C(F)(F)F)(C1=C(C=CC=C1)F)O)=O)CC (1-(2-Diethylaminoethyl)-4-trifluoromethyl-6-iodo-3-hydroxy-3-(2-fluorophenyl)oxindole). The yield is 8.9%. RXN SMILES: Br[C:2]1[CH:7]=[CH:6][CH:5]=[CH:4][C:3]=1[F:8].[Li]CCCC.CCCCCC.[CH2:20]([N:22]([CH2:41][CH3:42])[CH2:23][CH2:24][N:25]1[C:35]2[C:30](=[C:31]([C:37]([F:40])([F:39])[F:38])[CH:32]=[C:33]([I:36])[CH:34]=2)[C:28](=[O:29])[C:26]1=[O:27])[CH3:21]>C1COCC1>[CH2:41]([N:22]([CH2:20][CH3:21])[CH2:23][CH2:24][N:25]1[C:35]2[C:30](=[C:31]([C:37]([F:38])([F:40])[F:39])[CH:32]=[C:33]([I:36])[CH:34]=2)[C:28]([OH:29])([C:2]2[CH:7]=[CH:6][CH:5]=[CH:4][C:3]=2[F:8])[C:26]1=[O:27])[CH3:42]. Procedure: To a solution of 1-bromo-2-fluorobenzene (0.09 mL, 0.823 mmol) in THF (4 mL) was added dropwise 1.53 N BuLi in hexane (0.54 mL, 0.826 mmol) over 10 min at −78° C. and the mixture was stirred for 10 min. The resulting solution was then transferred into the cooled solution of 1-(2-diethylaminoethyl)-4-trifluoromethyl-6-iodoisatin (330 mg, 0.75 mmol) in THF (2 mL) at −78° C. via a cannula. The mixture was stirred for 30 min at the same temperature and the reaction was quenched with aqueous NaHCO3. ...